From a dataset of the Open Reaction Database (ORD), a public repository of structured organic reaction records. describe an organic reaction: reactants, conditions, products, and yield Reactants: COC(=O)C(=O)OC, CC(C)(C)[O-], CCOCC, Cl, [K+], CN(C)C=O, O, c1ccc2[nH]ccc2c1. Product: Cn1ccc2ccccc21. Reaction SMILES: [C:10]([O:11][CH3:12])(=[O:13])[C:14]([O:15][CH3:16])=[O:17].[CH3:18][C:19]([CH3:20])([O-:21])[CH3:22].[CH3:31][CH2:32][O:33][CH2:34][CH3:35].[ClH:24].[K+:23].[O:25]=[CH:26][N:27]([CH3:28])[CH3:29].[OH2:30].[nH:1]1[cH:2][cH:3][c:4]2[cH:5][cH:6][cH:7][cH:8][c:9]12>>[n:1]1([CH3:10])[cH:2][cH:3][c:4]2[cH:5][cH:6][cH:7][cH:8][c:9]12. Reaction SMILES: CO.[N+:3]([C:6]1[C:15]2[C:10](=[CH:11][CH:12]=[CH:13][CH:14]=2)[CH:9]=[CH:8][C:7]=1[NH:16][C:17]1[CH:18]=[C:19]([CH:22]=[CH:23][CH:24]=1)[C:20]#[N:21])([O-])=O>[Pd].O1CCCC1>[NH2:3][C:6]1[C:15]2[C:10](=[CH:11][CH:12]=[CH:13][CH:14]=2)[CH:9]=[CH:8][C:7]=1[NH:16][C:17]1[CH:18]=[C:19]([CH:22]=[CH:23][CH:24]=1)[C:20]#[N:21]. Yield: 73.9%. The reagents and catalysts are [Pd] (palladium). The solvent is O1CCCC1 (tetrahydrofuran). Starting materials: CO (methanol), [N+](=O)([O-])C1=C(C=CC2=CC=CC=C12)NC=1C=C(C#N)C=CC1 (3-(1-nitro-2-naphthylamino)benzonitrile). Procedure: To a methanol (10 mL) and an anhydrous tetrahydrofuran (50 mL) solution of 3-(1-nitro-2-naphthylamino)benzonitrile (1.60 g, 5.53 mmol) was added 10% palladium-active carbon (160 mg), and the mixture was hydrogenated for 4 hours at room temperature under atmospheric pressure. After removal of the catalyst by filtration, the solvent was removed by evaporation under reduced pressure. The residue was purified by silica gel column chromatography (hexane/ethyl acetate=7/3) to obtain the titled compoun... Yields the product NC1=C(C=CC2=CC=CC=C12)NC=1C=C(C#N)C=CC1 (3-(1-Amino-2-naphthylamino)benzonitrile). Reaction conditions: time 4 hour. Starting materials: [Na] (sodium), N1=CC=CC2=CC=CC(=C12)N (quinolin-8-amine), [Na] (sodium). Run in C(C)O (ethanol). Reaction conditions: temperature 70 celsius. Product: N1CCCC2=CC=CC(=C12)N (1,2,3,4-Tetrahydroquinolin-8-amine). Yield: 139.7%. Reaction SMILES: [N:1]1[C:10]2[C:5](=[CH:6][CH:7]=[CH:8][C:9]=2[NH2:11])[CH:4]=[CH:3][CH:2]=1.[Na]>C(O)C>[NH:1]1[C:10]2[C:5](=[CH:6][CH:7]=[CH:8][C:9]=2[NH2:11])[CH2:4][CH2:3][CH2:2]1 |^1:11|. Reported procedure: 25 g (0.169 mol) of quinolin-8-amine are dissolved in 600 ml of ethanol. The reaction mixture is heated to 70° C. and 45 g of sodium are added in small pieces. The mixture is brought to the reflux temperature until the sodium has disappeared. The mixture is then evaporated to dryness and the residue is taken up in an ether/hexane (50/50) mixture, filtered and again evaporated to dryness. 35 g of product are obtained in the form of an oil which is used as is in the following stage. Starting materials: CCN(CC)S(F)(F)F, O=C(NCCc1c[nH]c2ccc(Cl)cc12)c1cc(C(O)c2cc(F)ccc2F)on1, ClCCl. Yields the product O=C(NCCc1c[nH]c2ccc(Cl)cc12)c1cc(C(F)c2cc(F)ccc2F)on1. Reaction SMILES: [CH2:1]([N:2]([S:3]([F:4])([F:5])[F:7])[CH2:6][CH3:8])[CH3:9].[Cl:10][c:11]1[cH:12][c:13]2[c:14]([CH2:20][CH2:21][NH:22][C:23](=[O:24])[c:25]3[n:26][o:27][c:28]([CH:30]([OH:31])[c:32]4[c:33]([F:39])[cH:34][cH:35][c:36]([F:38])[cH:37]4)[cH:29]3)[cH:15][nH:16][c:17]2[cH:18][cH:19]1.[Cl:40][CH2:41][Cl:42]>>[F:7][CH:30]([c:28]1[o:27][n:26][c:25]([C:23]([NH:22][CH2:21][CH2:20][c:14]2[c:13]3[cH:12][c:11]([Cl:10])[cH:19][cH:18][c:17]3[nH:16][cH:15]2)=[O:24])[cH:29]1)[c:32]1[c:33]([F:39])[cH:34][cH:35][c:36]([F:38])[cH:37]1. Starting materials: COC1=C(N)C=CC=C1 (2-Methoxyaniline), C([O-])([O-])=O.[Na+].[Na+] (sodium carbonate), BrCC1OC(C(O1)C)C (2-Bromomethyl-4,5-dimethyl-1,3-dioxolane). Reaction conditions: temperature 100 celsius. Product: CC1OC(OC1C)CNC1=C(C=CC=C1)OC (N-(4,5-dimethyl-1,3-dioxolan-2-ylmethyl)-2-methoxyaniline). As a reaction SMILES: [CH3:1][O:2][C:3]1[CH:9]=[CH:8][CH:7]=[CH:6][C:4]=1[NH2:5].C(=O)([O-])[O-].[Na+].[Na+].Br[CH2:17][CH:18]1[O:22][CH:21]([CH3:23])[CH:20]([CH3:24])[O:19]1>>[CH3:24][CH:20]1[CH:21]([CH3:23])[O:22][CH:18]([CH2:17][NH:5][C:4]2[CH:6]=[CH:7][CH:8]=[CH:9][C:3]=2[O:2][CH3:1])[O:19]1 |f:1.2.3|. Procedure: 2-Methoxyaniline (87 ml; 0.7 mole) and sodium carbonate (31.66 grams) were charged into a glass reaction vessel equipped with a mechanical stirrer, thermometer and reflux condenser. 2-Bromomethyl-4,5-dimethyl-1,3-dioxolane (25 mls) was added and the reaction mixture was heated at a temperature of 100° C. for a period of about 4 hours. After this time the reaction mixture was filtered and additional sodium carbonate (5.00 grams) was added to the filtrate. The mixture was then distilled under redu... Isolated yield 53.1%. The product is ClC1=CC=NC2=CC=C3C(=C12)NN=C3 (9-chloro-1H-pyrazolo[3,4-f]quinoline). Reaction SMILES: O[C:2]1[C:11]2[C:6](=[CH:7][CH:8]=[C:9]3[CH:14]=[N:13][NH:12][C:10]3=2)[N:5]=[CH:4][CH:3]=1.P(Cl)(Cl)([Cl:17])=O>CN(C)C=O>[Cl:17][C:2]1[C:11]2[C:6](=[CH:7][CH:8]=[C:9]3[CH:14]=[N:13][NH:12][C:10]3=2)[N:5]=[CH:4][CH:3]=1. Procedure details: A mixture of 9-hydroxy-1H-pyrazolo[3,4-f]quinoline (2.97 g, 16.0 mmol) and phosphorus oxychloride (24.58 g, 160 mmol) at 0° C. was treated with dimethylformamide (DMF) (15.4 ml) dropwise. After addition was complete, the viscous reaction mixture was allowed to warm to room temperature and stirred overnight. The mixture was then poured onto ice and the resulting dark brown solution was treated with decolorizing carbon and filtered, and the brown filtrate neutralized with 10M NaOH. The light brown... Reactants: OC1=CC=NC2=CC=C3C(=C12)NN=C3 (9-hydroxy-1H-pyrazolo[3,4-f]quinoline), P(=O)(Cl)(Cl)Cl (phosphorus oxychloride). Solvent: CN(C=O)C (dimethylformamide). Run at time 8 hour. Starting materials: CCOC(=O)CCCBr, [H-], [Na+], CN(C)C=O, [O-]P(OCc1ccccc1)OCc1ccccc1. Product: CCOC(=O)CCCP(=O)(OCc1ccccc1)OCc1ccccc1. Reaction SMILES: [CH2:21]([CH3:22])[O:23][C:24]([CH2:25][CH2:26][CH2:27][Br:28])=[O:29].[H-:2].[Na+:1].[O:30]=[CH:31][N:32]([CH3:33])[CH3:34].[P:3]([O:4][CH2:5][c:6]1[cH:7][cH:8][cH:9][cH:10][cH:11]1)([O:12][CH2:13][c:14]1[cH:15][cH:16][cH:17][cH:18][cH:19]1)[O-:20]>>[P:3]([O:4][CH2:5][c:6]1[cH:7][cH:8][cH:9][cH:10][cH:11]1)([O:12][CH2:13][c:14]1[cH:15][cH:16][cH:17][cH:18][cH:19]1)(=[O:20])[CH2:27][CH2:26][CH2:25][C:24]([O:23][CH2:21][CH3:22])=[O:29]. Reaction SMILES: [C:1]([CH3:2])([CH3:3])([CH3:4])[O:5][C:6](=[O:7])[N:8]1[CH2:9][CH2:10][CH:11]([O:14][c:15]2[cH:16][cH:17][c:18]([C:21]#[N:22])[cH:19][cH:20]2)[CH2:12][CH2:13]1.[C:23]([O-:24])(=[O:25])[O-:26].[CH3:31][S:32]([CH3:33])=[O:34].[K+:27].[K+:28].[OH:29][OH:30]>>[C:1]([CH3:2])([CH3:3])([CH3:4])[O:5][C:6](=[O:7])[N:8]1[CH2:9][CH2:10][CH:11]([O:14][c:15]2[cH:16][cH:17][c:18]([C:21]([NH2:22])=[O:24])[cH:19][cH:20]2)[CH2:12][CH2:13]1. The reactants are CC(C)(C)OC(=O)N1CCC(Oc2ccc(C#N)cc2)CC1, O=C([O-])[O-], CS(C)=O, [K+], [K+], OO. The product is CC(C)(C)OC(=O)N1CCC(Oc2ccc(C(N)=O)cc2)CC1. Starting materials: O=C([O-])[O-], Cl, O=[N+]([O-])c1cc(F)ccc1F, [K+], [K+], CN(C)C=O, Cc1cc(O)n[nH]1. Product: Cc1cc(Oc2ccc(F)cc2[N+](=O)[O-])n[nH]1. As a reaction SMILES: [C:1](=[O:2])([O-:3])[O-:4].[ClH:25].[F:7][c:8]1[c:9]([N+:15](=[O:16])[O-:17])[cH:10][c:11]([F:14])[cH:12][cH:13]1.[K+:5].[K+:6].[O:26]=[CH:27][N:28]([CH3:29])[CH3:30].[OH:18][c:19]1[n:20][nH:21][c:22]([CH3:24])[cH:23]1>>[c:8]1([O:18][c:19]2[n:20][nH:21][c:22]([CH3:24])[cH:23]2)[c:9]([N+:15](=[O:16])[O-:17])[cH:10][c:11]([F:14])[cH:12][cH:13]1.